This data is from the Open Reaction Database (ORD), a public repository of structured organic reaction records. The task is: describe an organic reaction: reactants, conditions, products, and yield Reactants: COC=1C=CC2=C(SC=C2)C1 (6-methoxybenzo[b]thiophene), [Li]CCCC (nBuLi), C1(=CCCCC1)OS(=O)(=O)C(F)(F)F (trifluoromethanesulfonic acid cyclohex-1-enyl ester), [Cl-].[Li+] (lithium chloride). Reagents/catalysts: [Cl-].[Cl-].[Zn+2] (ZnCl2), C=1C=CC(=CC1)[P](C=2C=CC=CC2)(C=3C=CC=CC3)[Pd]([P](C=4C=CC=CC4)(C=5C=CC=CC5)C=6C=CC=CC6)([P](C=7C=CC=CC7)(C=8C=CC=CC8)C=9C=CC=CC9)[P](C=1C=CC=CC1)(C=1C=CC=CC1)C=1C=CC=CC1 (Pd(Ph3P)4). Run in C1CCOC1 (THF), C1CCOC1 (THF). Reaction conditions: temperature 0 celsius, time 40 minute. Product: C1(=CCCCC1)C1=CC2=C(S1)C=C(C=C2)OC (2-Cyclohex-1-enyl-6-methoxy-benzo[b]thiophene). The yield is 68.1%. RXN SMILES: [CH3:1][O:2][C:3]1[CH:4]=[CH:5][C:6]2[CH:10]=[CH:9][S:8][C:7]=2[CH:11]=1.[Li]CCCC.[C:17]1(OS(C(F)(F)F)(=O)=O)[CH2:22][CH2:21][CH2:20][CH2:19][CH:18]=1.[Cl-].[Li+]>C1COCC1.[Cl-].[Cl-].[Zn+2].C1C=CC([P]([Pd]([P](C2C=CC=CC=2)(C2C=CC=CC=2)C2C=CC=CC=2)([P](C2C=CC=CC=2)(C2C=CC=CC=2)C2C=CC=CC=2)[P](C2C=CC=CC=2)(C2C=CC=CC=2)C2C=CC=CC=2)(C2C=CC=CC=2)C2C=CC=CC=2)=CC=1>[C:17]1([C:9]2[S:8][C:7]3[CH:11]=[C:3]([O:2][CH3:1])[CH:4]=[CH:5][C:6]=3[CH:10]=2)[CH2:22][CH2:21][CH2:20][CH2:19][CH:18]=1 |f:3.4,6.7.8,^1:44,46,65,84|. Procedure: To a solution of 6-methoxybenzo[b]thiophene (362 mg, 2.21 mmol) in 5.5 mL of THF at −20° C. was added dropwise 2.5 M nBuLi (0.97 mL, 2.4 mmol) and the reaction was stirred at 0° C. for 40 minutes and was then warmed to room temperature for 30 minutes. Next, ZnCl2 (390 mg, 2.87 mmol) in 2.5 mL of THF was added by cannula and the reaction was stirred at room temperature for 15 minutes. At this point, Pd(Ph3P)4 (102 mg), trifluoromethanesulfonic acid cyclohex-1-enyl ester (0.6 gm, 2.93 mmol)3 and a... Reactants: NC1(CCCC1)C(=O)O (1-Aminocyclopentanecarboxylic acid), OCC1(CCCC1)N (1-hydroxymethylcyclopentanamine), OCCN (hydroxyethylamine), C1(CCCC1)=O (cyclopentanone), methyl ester, ester. Product: C1CCCC12NC1(CCCC1)OC2 (6-aza-12-oxadispiro[4.1.4.2]tridecane). Reaction SMILES: [NH2:1][C:2]1([C:7]([OH:9])=O)[CH2:6][CH2:5][CH2:4][CH2:3]1.OC[C:12]1(N)[CH2:16][CH2:15][CH2:14][CH2:13]1.OCCN.C1(=O)CCCC1>>[CH2:3]1[C:2]2([CH2:7][O:9][C:12]3([CH2:16][CH2:15][CH2:14][CH2:13]3)[NH:1]2)[CH2:6][CH2:5][CH2:4]1. Procedure: 1-Aminocyclopentanecarboxylic acid was converted to the methyl ester according to Method B1c, Step 1. The ester reduced to 1-hydroxymethylcyclopentanamine according to Method B1c, Step 2. The hydroxyethylamine was reacted with cyclopentanone according to Method B4d, Step 1 to give 6-aza-12-oxadispiro[4.1.4.2]tridecane. The oxazolidine was reduced according to Method B4d, Step 2 to give 1-(cyclopentylamino)-1-(hydroxymethyl)cyclopentane. The substituted 2-hydroxyethylamine was reacted with SOCl2 ... Reported procedure: To a solution of 6.9 g of ethyl 2,2-difluorooctadecanoate in 100 ml of ether at 0° C. is added 33 ml of methyl magnesium bromide dropwise with stirring. Following complete addition the reaction is allowed to reach room temperature and stirred for 30 minutes. The reaction mixture is washed with saturated ammonium chloride solution. The organic layer is washed with 10% hydrochloric acid, water and 10% sodium bicarbonate. The organic layer is dried and evaporated to an oil which is purified by chro... The product is FC(C(C)(O)C)(CCCCCCCCCCCCCCCC)F (3.3-Difluoro-2-methyl-2-nonadecanol). The reactants are FC(C(=O)OCC)(CCCCCCCCCCCCCCCC)F (ethyl 2,2-difluorooctadecanoate), C[Mg]Br (methyl magnesium bromide), CCOCC (ether). Reaction SMILES: [F:1][C:2]([F:24])([CH2:8][CH2:9][CH2:10][CH2:11][CH2:12][CH2:13][CH2:14][CH2:15][CH2:16][CH2:17][CH2:18][CH2:19][CH2:20][CH2:21][CH2:22][CH3:23])C(OCC)=O.[CH3:25][Mg]Br.CC[O:30][CH2:31][CH3:32]>>[F:1][C:2]([F:24])([CH2:8][CH2:9][CH2:10][CH2:11][CH2:12][CH2:13][CH2:14][CH2:15][CH2:16][CH2:17][CH2:18][CH2:19][CH2:20][CH2:21][CH2:22][CH3:23])[C:31]([CH3:32])([OH:30])[CH3:25]. Reported procedure: Anhydrous DMF was sparged with argon gas for 1 h before being used. 560 μL of a 0.625 M stock solution of 7-iodo-3,4-dihydro-1H-benzo[4,5]furo[2,3-c]pyridine-2-carboxylic acid tert-butyl ester P08 (120 mg, 0.300 mmol) in DMF, 300 μL of a 0.10 M stock solution of neocuproine (6.2 mg, 0.030 mmol) in DMF and 580 μL of a 0.310 M stock solution of copper (I) iodide (34 mg, 0.180 mmol) in DMF were added sequentially into a reaction vial. 3,5-Difluorobenzenethiol (96.5 μL, 0.660 mmol, 2.2 eq) was added... Run in CN(C)C=O (DMF), CN(C)C=O (DMF), CN(C)C=O (DMF), CN(C)C=O (DMF). Reaction conditions: temperature 100 celsius, time 16 hour. The reactants are C(C)(C)(C)OC(=O)N1CC2=C(CC1)C1=C(O2)C=C(C=C1)I (7-iodo-3,4-dihydro-1H-benzo[4,5]furo[2,3-c]pyridine-2-carboxylic acid tert-butyl ester), CC=1C=CC=2C=CC=3C=CC(=NC3C2N1)C (neocuproine), CC(C)([O-])C.[Na+] (sodium tert-butoxide), FC=1C=C(C=C(C1)F)S (3,5-Difluorobenzenethiol). As a reaction SMILES: [C:1]([O:5][C:6]([N:8]1[CH2:13][CH2:12][C:11]2[C:14]3[CH:20]=[CH:19][C:18](I)=[CH:17][C:15]=3[O:16][C:10]=2[CH2:9]1)=[O:7])([CH3:4])([CH3:3])[CH3:2].CC1C=CC2C=CC3C=CC(C)=NC=3C=2N=1.[F:38][C:39]1[CH:40]=[C:41]([SH:46])[CH:42]=[C:43]([F:45])[CH:44]=1.CC(C)([O-])C.[Na+]>CN(C=O)C.[Cu]I>[C:1]([O:5][C:6]([N:8]1[CH2:13][CH2:12][C:11]2[C:14]3[CH:20]=[CH:19][C:18]([S:46][C:41]4[CH:42]=[C:43]([F:45])[CH:44]=[C:39]([F:38])[CH:40]=4)=[CH:17][C:15]=3[O:16][C:10]=2[CH2:9]1)=[O:7])([CH3:4])([CH3:3])[CH3:2] |f:3.4|. Product: C(C)(C)(C)OC(=O)N1CC2=C(CC1)C1=C(O2)C=C(C=C1)SC1=CC(=CC(=C1)F)F (7-(3,5-difluoro-phenylsulfanyl)-3,4-dihydro-1H-benzo[4,5]furo[2,3-c]pyridine-2-carboxylic acid tert-butyl ester). The reagents and catalysts are [Cu]I (copper (I) iodide).